This data is from the Open Reaction Database (ORD), a public repository of structured organic reaction records. The task is: describe an organic reaction: reactants, conditions, products, and yield Reactants: NCCc1ccccc1, O=C(O)c1cccc(-c2nc(N3CCOCC3)nc3c2CCN3c2cccnc2)c1. Product: O=C(NCCc1ccccc1)c1cccc(-c2nc(N3CCOCC3)nc3c2CCN3c2cccnc2)c1. Reaction SMILES: [CH2:31]([CH2:32][c:33]1[cH:34][cH:35][cH:36][cH:37][cH:38]1)[NH2:39].[O:1]1[CH2:2][CH2:3][N:4]([c:7]2[n:8][c:9](-[c:22]3[cH:23][c:24]([C:25](=[O:26])[OH:27])[cH:28][cH:29][cH:30]3)[c:10]3[c:11]([n:12]2)[N:13]([c:16]2[cH:17][n:18][cH:19][cH:20][cH:21]2)[CH2:14][CH2:15]3)[CH2:5][CH2:6]1>>[O:1]1[CH2:2][CH2:3][N:4]([c:7]2[n:8][c:9](-[c:22]3[cH:23][c:24]([C:25](=[O:27])[NH:39][CH2:31][CH2:32][c:33]4[cH:34][cH:35][cH:36][cH:37][cH:38]4)[cH:28][cH:29][cH:30]3)[c:10]3[c:11]([n:12]2)[N:13]([c:16]2[cH:17][n:18][cH:19][cH:20][cH:21]2)[CH2:14][CH2:15]3)[CH2:5][CH2:6]1. The reactants are CI, CN(C)C=O, CCOC(C)=O, O=c1cncc(CCN2CCC(COc3ccccc3F)CC2)[nH]1, [H-], [Na+], O. The product is Cn1c(CCN2CCC(COc3ccccc3F)CC2)cncc1=O. Reaction SMILES: [CH3:27][I:28].[CH3:30][N:31]([CH3:32])[CH:33]=[O:34].[CH3:35][CH2:36][O:37][C:38](=[O:39])[CH3:40].[F:1][c:2]1[c:3]([O:4][CH2:5][CH:6]2[CH2:7][CH2:8][N:9]([CH2:12][CH2:13][c:14]3[cH:15][n:16][cH:17][c:18](=[O:20])[nH:19]3)[CH2:10][CH2:11]2)[cH:21][cH:22][cH:23][cH:24]1.[H-:25].[Na+:26].[OH2:29]>>[F:1][c:2]1[c:3]([O:4][CH2:5][CH:6]2[CH2:7][CH2:8][N:9]([CH2:12][CH2:13][c:14]3[cH:15][n:16][cH:17][c:18](=[O:20])[n:19]3[CH3:27])[CH2:10][CH2:11]2)[cH:21][cH:22][cH:23][cH:24]1. Reactants: BrC1=CC=C(C=C1)C1=C(N=C(S1)C)C1=CC=C(C=C1)SC (5-(4-Bromophenyl)-2-methyl-4-[4-(methylthio)phenyl]-1,3-thiazole), C1=CC(=CC(=C1)Cl)C(=O)OO (m-CPBA), [O-]S(=O)[O-].[Na+].[Na+] (Na2SO3). Solvent: C(Cl)Cl (CH2Cl2), C(Cl)Cl (CH2Cl2). Run at time 12 hour. The product is BrC1=CC=C(C=C1)C1=C(N=C(S1)C)C1=CC=C(C=C1)S(=O)(=O)C (5-(4-Bromophenyl)-2-methyl-4-[4-(methylsulfonyl)phenyl]-1,3-thiazole). Isolated yield 76.0%. As a reaction SMILES: [Br:1][C:2]1[CH:7]=[CH:6][C:5]([C:8]2[S:12][C:11]([CH3:13])=[N:10][C:9]=2[C:14]2[CH:19]=[CH:18][C:17](SC)=[CH:16][CH:15]=2)=[CH:4][CH:3]=1.[CH:22]1C=C(Cl)C=C(C(OO)=O)C=1.[O-:33][S:34]([O-:36])=O.[Na+].[Na+]>C(Cl)Cl>[Br:1][C:2]1[CH:3]=[CH:4][C:5]([C:8]2[S:12][C:11]([CH3:13])=[N:10][C:9]=2[C:14]2[CH:15]=[CH:16][C:17]([S:34]([CH3:22])(=[O:36])=[O:33])=[CH:18][CH:19]=2)=[CH:6][CH:7]=1 |f:2.3.4|. Procedure: To a solution of 5-(4-bromophenyl)-2-methyl-4-[4-(methylthio)phenyl]-1,3-thiazole from step 3 (3.8 g, 0.010 mol) in CH2Cl2 (40 mL), m-CPBA (6.2 g, 0.025 mol) was added at 0° C. The mixture was allowed to warm to room temperrature and stirred for 12 hours. The mixture was poured into aqueous saturated Na2SO3 (40 mL) and diluted with CH2Cl2 (50 mL). Organic later was separated and washed with aqueous saturated NaHCO3 (50 mL), dried over MgSO4, and concentarted in vacuo. The mixture was purified by... Reactants: C([O-])(O)=O.[Na+] (sodium bicarbonate), C(C)S (ethyl mercaptan), FC1=C(C(=O)O)C=CC(=C1)C(F)(F)F (2-fluoro-4-trifluoromethylbenzoic acid), C([O-])([O-])=O.[Cs+].[Cs+] (cesium carbonate). The solvent is CN1CCCC1=O (NMP). Conditions: temperature 60 celsius, time 4 hour. Yields the product C(C)SC1=C(C(=O)O)C=CC(=C1)C(F)(F)F (2-ethylsulfanyl-4-trifluoromethylbenzoic acid). Reaction SMILES: [CH2:1]([SH:3])[CH3:2].F[C:5]1[CH:13]=[C:12]([C:14]([F:17])([F:16])[F:15])[CH:11]=[CH:10][C:6]=1[C:7]([OH:9])=[O:8].C(=O)([O-])[O-].[Cs+].[Cs+].C(=O)(O)[O-].[Na+]>CN1C(=O)CCC1>[CH2:1]([S:3][C:5]1[CH:13]=[C:12]([C:14]([F:15])([F:17])[F:16])[CH:11]=[CH:10][C:6]=1[C:7]([OH:9])=[O:8])[CH3:2] |f:2.3.4,5.6|. Reported procedure: 1.5 mL of ethyl mercaptan was added to a mixture of 3.83 g of 2-fluoro-4-trifluoromethylbenzoic acid, 10 mL of NMP and 15 g of cesium carbonate, and the mixture was stirred at 60° C. for 4 hours. A saturated aqueous sodium bicarbonate solution was added to the cooled reaction mixture, and the mixture was extracted with ethyl acetate. Hydrochloric acid was added to the aqueous layer, and the precipitated solid was taken by filtration and dried under reduced pressure to obtain 4.6 g of 2-ethylsulf... Starting materials: O=C([O-])[O-], CN(C)C=O, Cn1c(C(F)(F)F)cc(=O)n(-c2cc(O)c(Cl)cc2F)c1=O, COC(=O)C(Cl)C(=O)OC, Cl, [K+], [K+]. The product is COC(=O)C(Oc1cc(-n2c(=O)cc(C(F)(F)F)n(C)c2=O)c(F)cc1Cl)C(=O)OC. As a reaction SMILES: [C:33](=[O:34])([O-:35])[O-:36].[CH3:40][N:41]([CH3:42])[CH:43]=[O:44].[Cl:1][c:2]1[c:3]([OH:22])[cH:4][c:5](-[n:9]2[c:10](=[O:21])[n:11]([CH3:20])[c:12]([C:16]([F:17])([F:18])[F:19])[cH:13][c:14]2=[O:15])[c:6]([F:8])[cH:7]1.[Cl:23][CH:24]([C:25](=[O:26])[O:27][CH3:28])[C:29](=[O:30])[O:31][CH3:32].[ClH:39].[K+:37].[K+:38]>>[Cl:1][c:2]1[c:3]([O:22][CH:24]([C:25](=[O:26])[O:27][CH3:28])[C:29](=[O:30])[O:31][CH3:32])[cH:4][c:5](-[n:9]2[c:10](=[O:21])[n:11]([CH3:20])[c:12]([C:16]([F:17])([F:18])[F:19])[cH:13][c:14]2=[O:15])[c:6]([F:8])[cH:7]1. The reactants are CCC(C(=O)[O-])N(C(=O)C(C)(C)COCc1ccccc1)c1ccccc1, C1CCOC1, Cl, [Na+], [OH-]. The product is CC(C)(COCc1ccccc1)C(=O)N(CC(=O)O)c1ccccc1. As a reaction SMILES: [CH2:1]([CH3:2])[CH:3]([C:4](=[O:5])[O-:6])[N:7]([c:8]1[cH:9][cH:10][cH:11][cH:12][cH:13]1)[C:14]([C:15]([CH2:16][O:17][CH2:18][c:19]1[cH:20][cH:21][cH:22][cH:23][cH:24]1)([CH3:25])[CH3:26])=[O:27].[CH2:31]1[O:32][CH2:33][CH2:34][CH2:35]1.[ClH:30].[Na+:29].[OH-:28]>>[CH2:3]([C:4](=[O:5])[OH:6])[N:7]([c:8]1[cH:9][cH:10][cH:11][cH:12][cH:13]1)[C:14]([C:15]([CH2:16][O:17][CH2:18][c:19]1[cH:20][cH:21][cH:22][cH:23][cH:24]1)([CH3:25])[CH3:26])=[O:27]. The reactants are [F-].[K+] (potassium fluoride), COC(CCNC(C1=CC=C(C=C1)OC(CCCC(C)C)C1=CC(=C(C=C1)Br)C)=O)=O (3-{4-[1-(4-Bromo-3-methyl-phenyl)-5-methyl-hexyloxy]-benzoylamino}-propionic acid methyl ester), C(C)(C)C1=CC=C(C=C1)B(O)O (4-isopropyl-phenyl boronic acid), palladium tetrakis triphenylphosphine. Run in C1(=CC=CC=C1)C (toluene). Product: COC(CCNC(C1=CC=C(C=C1)OC(CCCC(C)C)C1=CC(=C(C=C1)C1=CC=C(C=C1)C(C)C)C)=O)=O (3-{4-[1-(4′-Isopropyl-2-methyl-biphenyl-4-yl)-5-methyl-hexyloxy]-benzoylamino}-propionic acid methyl ester). As a reaction SMILES: [CH3:1][O:2][C:3](=[O:31])[CH2:4][CH2:5][NH:6][C:7](=[O:30])[C:8]1[CH:13]=[CH:12][C:11]([O:14][CH:15]([C:22]2[CH:27]=[CH:26][C:25](Br)=[C:24]([CH3:29])[CH:23]=2)[CH2:16][CH2:17][CH2:18][CH:19]([CH3:21])[CH3:20])=[CH:10][CH:9]=1.[CH:32]([C:35]1[CH:40]=[CH:39][C:38](B(O)O)=[CH:37][CH:36]=1)([CH3:34])[CH3:33].[F-].[K+]>C1(C)C=CC=CC=1>[CH3:1][O:2][C:3](=[O:31])[CH2:4][CH2:5][NH:6][C:7](=[O:30])[C:8]1[CH:13]=[CH:12][C:11]([O:14][CH:15]([C:22]2[CH:27]=[CH:26][C:25]([C:38]3[CH:39]=[CH:40][C:35]([CH:32]([CH3:34])[CH3:33])=[CH:36][CH:37]=3)=[C:24]([CH3:29])[CH:23]=2)[CH2:16][CH2:17][CH2:18][CH:19]([CH3:21])[CH3:20])=[CH:10][CH:9]=1 |f:2.3|. Procedure: 3-{4-[1-(4-Bromo-3-methyl-phenyl)-5-methyl-hexyloxy]-benzoylamino}-propionic acid methyl ester (460 mg, 0.940 mmol) was dissolved in toluene (2.5 mL), followed by palladium tetrakis triphenylphosphine (46 mg, 0.0395 mmol), 4-isopropyl-phenyl boronic acid (308 mg, 1.88 mmol), and potassium fluoride (109 mg, 1.88 mmol). The reaction was purged with nitrogen and heated to reflux, then the water (2.5 mL) was added. The reaction was monitored by HPLC, and upon completion, allowed to cool to room temp...